This data is from the Open Reaction Database (ORD), a public repository of structured organic reaction records. The task is: describe an organic reaction: reactants, conditions, products, and yield Starting materials: C([O-])([O-])=O.[Na+].[Na+] (sodium carbonate), O(S(=O)(=O)C(F)(F)F)CCN1C(C=2C(C1=O)=CC=CC2)=O (2-phthalimido-ethyl triflate), Cl.COC(=O)[C@@H]1NC[C@H](CC1)C(=O)OC (trans-2,5-piperidine dicarboxylate dimethyl ester hydrochloride). Solvent: C(Cl)Cl (methylene chloride), O (water), C(Cl)Cl (methylene chloride). Reaction conditions: time 15 minute. Yields the product C1(C=2C(C(N1CCN1[C@H](CC[C@@H](C1)C(=O)OC)C(=O)OC)=O)=CC=CC2)=O (Racemic Dimethyl trans-1-(2(Phthalimido)-ethyl)piperidine-2,5-dicarboxylate). The yield is 99.0%. As a reaction SMILES: C(=O)([O-])[O-].[Na+].[Na+].Cl.[CH3:8][O:9][C:10]([C@H:12]1[CH2:17][CH2:16][C@H:15]([C:18]([O:20][CH3:21])=[O:19])[CH2:14][NH:13]1)=[O:11].O([CH2:30][CH2:31][N:32]1[C:36](=[O:37])[C:35]2=[CH:38][CH:39]=[CH:40][CH:41]=[C:34]2[C:33]1=[O:42])S(C(F)(F)F)(=O)=O>O.C(Cl)Cl>[C:33]1(=[O:42])[N:32]([CH2:31][CH2:30][N:13]2[CH2:14][C@@H:15]([C:18]([O:20][CH3:21])=[O:19])[CH2:16][CH2:17][C@@H:12]2[C:10]([O:9][CH3:8])=[O:11])[C:36](=[O:37])[C:35]2=[CH:38][CH:39]=[CH:40][CH:41]=[C:34]12 |f:0.1.2,3.4|. Procedure: To a well-stirred bi-phasic mixture consisting of sodium carbonate (500 g, 4.72 mol) in water (3 liters) and trans-2,5-piperidine dicarboxylate dimethyl ester hydrochloride (280 g, 1.18 mol) in methylene chloride (4.5 liters), a solution of 2-phthalimido-ethyl triflate (417 g, 1.29 mol) in methylene chloride (3 liters) was added in a steady stream over a 3 hour period. The organic layer was separated, and the aqueous layer was extracted with fresh methylene chloride (3 liters). The combined orga... Starting materials: C(C1=CC=CC=C1)N1C(=C(C=2C1=C(N=C(C2)C(=O)O)N2CC1=CC=CC=C1CC2)C)C (1-benzyl-7-(3,4-dihydro-1H-isoquinolin-2-yl)-2,3-dimethyl-1H-pyrrolo[2,3-c]pyridin-5-carboxylic acid), O (Water). Solvent: O1CCCC1 (tetrahydrofuran), O1CCCC1 (tetrahydrofuran). Reaction conditions: time 8 hour. The product is C(C1=CC=CC=C1)N1C(=C(C=2C1=C(N=C(C2)CO)N2CC1=CC=CC=C1CC2)C)C ([1-benzyl-7-(3,4-dihydro-1H-isoquinolin-2-yl)-2,3-dimethyl-1H-pyrrolo[2,3-c]pyridin-5-yl]-methanol). Isolated yield 95.6%. RXN SMILES: [CH2:1]([N:8]1[C:12]2=[C:13]([N:20]3[CH2:29][CH2:28][C:27]4[C:22](=[CH:23][CH:24]=[CH:25][CH:26]=4)[CH2:21]3)[N:14]=[C:15]([C:17](O)=[O:18])[CH:16]=[C:11]2[C:10]([CH3:30])=[C:9]1[CH3:31])[C:2]1[CH:7]=[CH:6][CH:5]=[CH:4][CH:3]=1.O>O1CCCC1>[CH2:1]([N:8]1[C:12]2=[C:13]([N:20]3[CH2:29][CH2:28][C:27]4[C:22](=[CH:23][CH:24]=[CH:25][CH:26]=4)[CH2:21]3)[N:14]=[C:15]([CH2:17][OH:18])[CH:16]=[C:11]2[C:10]([CH3:30])=[C:9]1[CH3:31])[C:2]1[CH:3]=[CH:4][CH:5]=[CH:6][CH:7]=1. Procedure: Hydroborane tetrahydrofuran complex (1.0M in tetrahydrofuran solution; 1 ml, 1.0 mmol) was added at 0° C. to a solution of 1-benzyl-7-(3,4-dihydro-1H-isoquinolin-2-yl)-2,3-dimethyl-1H-pyrrolo[2,3-c]pyridin-5-carboxylic acid (20 mg, 0.05 mmol) prepared in Example 733 in anhydrous tetrahydrofuran (1 ml). The reaction mixture was stirred overnight at room temperature. Water was added to the reaction mixture, which was then extracted with ethyl acetate. The organic layer was dried on anhydrous magne... The reactants are C1(=CC=CC=C1)[S-].[Na+] (sodium thiophenolate), ClC1=C(NC)C(=CC=C1Cl)[N+](=O)[O-] (2,3-dichloro-6-nitro-N-methylaniline), product. Run in C(C)#N (acetonitrile). The product is ClC1=C(NC)C(=CC=C1SC1=CC=CC=C1)[N+](=O)[O-] (2-Chloro-3-phenylthio-6-nitro-N-methylaniline). Reaction SMILES: [C:1]1([S-:7])[CH:6]=[CH:5][CH:4]=[CH:3][CH:2]=1.[Na+].[Cl:9][C:10]1[C:17](Cl)=[CH:16][CH:15]=[C:14]([N+:19]([O-:21])=[O:20])[C:11]=1[NH:12][CH3:13]>C(#N)C>[Cl:9][C:10]1[C:17]([S:7][C:1]2[CH:6]=[CH:5][CH:4]=[CH:3][CH:2]=2)=[CH:16][CH:15]=[C:14]([N+:19]([O-:21])=[O:20])[C:11]=1[NH:12][CH3:13] |f:0.1|. Reported procedure: An amount of 2.9 gm of sodium thiophenolate was added to a solution of 4.4 gm (0.02 mol) of 2,3-dichloro-6-nitro-N-methylaniline dissolved in 50 ml of acetonitrile. The mixture was refluxed for half an hour and subsequently evaporated, and the residue was taken up with chloroform and water. The chloroform layer was separated, dried, and evaporated. Six grams of brown oil, which crystallized with isopropanol, were obtained. The yield from the crystallization was 4 gm of product (67.5% of theory) ... Starting materials: CO, CSc1nccc(C#C[Si](C)(C)C)n1, [F-], [K+]. Product: C#Cc1ccnc(SC)n1. RXN SMILES: [CH3:17][OH:18].[CH3:1][S:2][c:3]1[n:4][cH:5][cH:6][c:7]([C:9]#[C:10][Si:11]([CH3:12])([CH3:13])[CH3:14])[n:8]1.[F-:15].[K+:16]>>[CH3:1][S:2][c:3]1[n:4][cH:5][cH:6][c:7]([C:9]#[CH:10])[n:8]1. Starting materials: CCCCC(C)C(C(=O)O)C(=O)O, [Na+], [OH-], Cc1ccccc1C. The product is CCCCC(C)CC(=O)O. Reaction SMILES: [CH3:1][CH:2]([CH2:3][CH2:4][CH2:5][CH3:6])[CH:7]([C:8](=[O:9])[OH:10])[C:11]([OH:12])=[O:13].[Na+:15].[OH-:14].[c:16]1([CH3:17])[c:18]([CH3:19])[cH:20][cH:21][cH:22][cH:23]1>>[CH3:1][CH:2]([CH2:3][CH2:4][CH2:5][CH3:6])[CH2:7][C:8](=[O:9])[OH:10].